This data is from the Open Reaction Database (ORD), a public repository of structured organic reaction records. The task is: describe an organic reaction: reactants, conditions, products, and yield The reactants are FC1=CC=C(C(=O)NC2=C(C=CC=C2)NS(=O)(=O)C2=CC=C(C=C2)OC)C=C1 (4-Fluoro-N-[2-(4-methoxybenzenesulfonamido)phenyl]benzamide), COC=1C=CC(=CC1)P2(=S)SP(=S)(S2)C=3C=CC(=CC3)OC (Lawesson reagent). The solvent is C1(=CC=CC=C1)C (toluene). Conditions: temperature 100 celsius. Yields the product FC1=CC=C(C(NC2=C(C=CC=C2)NS(=O)(=O)C2=CC=C(C=C2)OC)=S)C=C1 (4-Fluoro-N-[2-(4-methoxybenzenesulfonamido)phenyl]benzothioamide). Yield: 147.6%. Reaction SMILES: [F:1][C:2]1[CH:28]=[CH:27][C:5]([C:6]([NH:8][C:9]2[CH:14]=[CH:13][CH:12]=[CH:11][C:10]=2[NH:15][S:16]([C:19]2[CH:24]=[CH:23][C:22]([O:25][CH3:26])=[CH:21][CH:20]=2)(=[O:18])=[O:17])=O)=[CH:4][CH:3]=1.COC1C=CC(P2(SP(C3C=CC(OC)=CC=3)(=S)S2)=[S:38])=CC=1>C1(C)C=CC=CC=1>[F:1][C:2]1[CH:28]=[CH:27][C:5]([C:6](=[S:38])[NH:8][C:9]2[CH:14]=[CH:13][CH:12]=[CH:11][C:10]=2[NH:15][S:16]([C:19]2[CH:24]=[CH:23][C:22]([O:25][CH3:26])=[CH:21][CH:20]=2)(=[O:18])=[O:17])=[CH:4][CH:3]=1. Procedure details: A mixture of 549 mg (1.371 mmol) of the compound produced in Example 82, 333 mg (0.823 mmol) of Lawesson reagent and 10 ml of toluene was heated at 100° C. After the concentration, the residue was purified by silica gel column chromatography to obtain 506 mg of the title compound. Starting materials: BrC=1C(N(C=C(N1)Br)C(CC)CC)=O (3,5-dibromo-1-(1-ethylpropyl)-2(1H)-pyrazinone), ClC=1C=C2CCNC2=C(C1)Cl (5,7-dichloroindoline). Yields the product BrC=1N=C(C(N(C1)C(CC)CC)=O)N1CCC2=CC(=CC(=C12)Cl)Cl (5-Bromo-3-(5,7-dichloro-2,3-dihydro-1H-indol-1-yl)-1-(1-ethylpropyl)-2(1H)-pyrazinone). Reaction SMILES: Br[C:2]1[C:3](=[O:14])[N:4]([CH:9]([CH2:12][CH3:13])[CH2:10][CH3:11])[CH:5]=[C:6]([Br:8])[N:7]=1.[Cl:15][C:16]1[CH:17]=[C:18]2[C:22](=[C:23]([Cl:25])[CH:24]=1)[NH:21][CH2:20][CH2:19]2>>[Br:8][C:6]1[N:7]=[C:2]([N:21]2[C:22]3[C:18](=[CH:17][C:16]([Cl:15])=[CH:24][C:23]=3[Cl:25])[CH2:19][CH2:20]2)[C:3](=[O:14])[N:4]([CH:9]([CH2:12][CH3:13])[CH2:10][CH3:11])[CH:5]=1. Procedure details: Prepared in a similar fashion as described for Example 413 using 3,5-dibromo-1-(1-ethylpropyl)-2(1H)-pyrazinone and 5,7-dichloroindoline as the starting materials. mp 158–160° C.; 1H NMR (300 MHz, CDCl3): 7.18 (d, J=1.8 Hz, 1 H), 7.11 (d, J=2.2 Hz, 1 H), 6.85 (s, 1 H), 4.80–4.75 (m, 1 H), 4.34 (t, J=8.1 Hz, 2 H), 3.13 (t, J=8.1 Hz, 2 H), 1.88–1.74 (m, 2 H), 1.70–1.60 (m, 2 H), 0.88 (t, J=7.3 Hz, 6 H); HRMS (ESI) calcd for C17H19N3OBrCl2 (M+H)+: 430.0089; found m/z 430.0109. Procedure details: To a 1000 cc reaction kettle was added 18.38 grams of acrylamide AMD (53% aqueous solution), 66.36 grams of dimethylaminoethyl acrylate methyl chloride quaternary (80% aqueous solution), 27.45 grams of N,N-dimethyl acrylamide (99%), 90.00 grams of ammonium sulfate, 7.5 grams of the homopolymer of dimethylaminoethyl acrylate methyl chloride quaternary (AETAC, CAS 44992-01-0); 7.5 grams of a terpolymer of acrylamide with (AETAC) and with a quaternary ammonium salt obtained by the reaction of benzy... Yields the product C(C=C)(=O)N (acrylamide), quaternary ammonium salt, C(C1=CC=CC=C1)Cl (benzyl chloride), C(C=C)(=O)OCCN(C)C (dimethylaminoethyl acrylate). RXN SMILES: [C:1]([NH2:5])(=[O:4])[CH:2]=[CH2:3].[CH3:6][Cl:7].[C:8]([O:12][CH2:13][CH2:14][N:15]([CH3:17])[CH3:16])(=[O:11])[CH:9]=[CH2:10].CN(C)[C:20](=O)[CH:21]=[CH2:22].S([O-])([O-])(=O)=O.[NH4+].[NH4+]>>[C:1]([NH2:5])(=[O:4])[CH:2]=[CH2:3].[CH2:6]([Cl:7])[C:8]1[CH:9]=[CH:10][CH:22]=[CH:21][CH:20]=1.[C:8]([O:12][CH2:13][CH2:14][N:15]([CH3:17])[CH3:16])(=[O:11])[CH:9]=[CH2:10] |f:1.2,4.5.6|. Starting materials: C(C=C)(=O)N (acrylamide), aqueous solution, CCl.C(C=C)(=O)OCCN(C)C (dimethylaminoethyl acrylate methyl chloride), CN(C(C=C)=O)C (N,N-dimethyl acrylamide), S(=O)(=O)([O-])[O-].[NH4+].[NH4+] (ammonium sulfate), CCl.C(C=C)(=O)OCCN(C)C (dimethylaminoethyl acrylate methyl chloride). The reactants are COCCCCN1C(C(OC2=C1C=C(C(=C2)C(F)(F)F)C(=O)O)(C)C)=O (4-(4-methoxybutyl)-2,2-dimethyl-3-oxo-7-(trifluoromethyl)-3,4-dihydro-2H-1,4-benzoxazine-6-carboxylic acid), N[C@@H]1CN(CC[C@H]1C1=CC=CC=C1)C(=O)OC(C)(C)C (tert-butyl (3S,4S)-3-amino-4-phenylpiperidine-1-carboxylate). Product: COCCCCN1C(C(OC2=C1C=C(C(=C2)C(F)(F)F)C(=O)N[C@@H]2CN(CC[C@H]2C2=CC=CC=C2)C(=O)OC(C)(C)C)(C)C)=O (tert-Butyl (3S,4S)-3-({[4-(4-methoxybutyl)-2,2-dimethyl-3-oxo-7-(trifluoromethyl)-3,4-dihydro-2H-1,4-benzoxazin-6-yl]-carbonyl]amino)-4-phenylpiperidine-1-carboxylate). As a reaction SMILES: [CH3:1][O:2][CH2:3][CH2:4][CH2:5][CH2:6][N:7]1[C:12]2[CH:13]=[C:14]([C:21](O)=[O:22])[C:15]([C:17]([F:20])([F:19])[F:18])=[CH:16][C:11]=2[O:10][C:9]([CH3:25])([CH3:24])[C:8]1=[O:26].[NH2:27][C@H:28]1[C@H:33]([C:34]2[CH:39]=[CH:38][CH:37]=[CH:36][CH:35]=2)[CH2:32][CH2:31][N:30]([C:40]([O:42][C:43]([CH3:46])([CH3:45])[CH3:44])=[O:41])[CH2:29]1>>[CH3:1][O:2][CH2:3][CH2:4][CH2:5][CH2:6][N:7]1[C:12]2[CH:13]=[C:14]([C:21]([NH:27][C@H:28]3[C@H:33]([C:34]4[CH:39]=[CH:38][CH:37]=[CH:36][CH:35]=4)[CH2:32][CH2:31][N:30]([C:40]([O:42][C:43]([CH3:46])([CH3:45])[CH3:44])=[O:41])[CH2:29]3)=[O:22])[C:15]([C:17]([F:19])([F:18])[F:20])=[CH:16][C:11]=2[O:10][C:9]([CH3:25])([CH3:24])[C:8]1=[O:26]. Reported procedure: Using 4-(4-methoxybutyl)-2,2-dimethyl-3-oxo-7-(trifluoromethyl)-3,4-dihydro-2H-1,4-benzoxazine-6-carboxylic acid and tert-butyl (3S,4S)-3-amino-4-phenylpiperidine-1-carboxylate, the title compound was obtained in a similar manner to Reference Example 541. Reactants: C(#N)CCCOCCOCCOCCCC#N (1,13-dicyano-4,7,10-trioxatridecane). Run in C1CCOC1 (THF), C1CCOC1 (THF). The product is NCCCCOCCOCCOCCCCN (1,15-diamino-5,8,11-trioxapentadecane). As a reaction SMILES: [C:1]([CH2:3][CH2:4][CH2:5][O:6][CH2:7][CH2:8][O:9][CH2:10][CH2:11][O:12][CH2:13][CH2:14][CH2:15][C:16]#[N:17])#[N:2]>C1COCC1>[NH2:17][CH2:16][CH2:15][CH2:14][CH2:13][O:12][CH2:11][CH2:10][O:9][CH2:8][CH2:7][O:6][CH2:5][CH2:4][CH2:3][CH2:1][NH2:2]. Reported procedure: A stirred solution of 50 mL dry THF containing 0.42 g (10.4 mmol) fresh LAH was heated to gentle reflux under argon for 15 minutes. 0.5 g (2 mmol) 17 in 15 mL dry THF was added dropwise over 20 minutes, maintaining a gentle reflux. The unreacted LAH was quenched with ethanol, and the mixture was treated with dropwise addition of saturated sodium sulfate under efficient stirring until a white precipitate formed. The mixture was filtered, and the precipitate was washed 6×30 mL with THF. The organi... Reactants: C[C@H]1[C@@H](CN(C1)CC=1C=NC(=NC1)C)C=1NC(C2=C(N1)N(N=C2)C2CCOCC2)=O (6-{(3S,4S)-4-methyl-1-[(2-methylpyrimidin-5-yl)methyl]pyrrolidin-3-yl}-1-(tetrahydro-2H-pyran-4-yl)-1,5-dihydro-4H-pyrazolo[3,4-d]pyrimidin-4-one), C(#N)[BH3-].[Na+] (sodium cyanoborohydride), FC1=C(C=O)C=CC(=C1)F (2,4-difluorobenzaldehyde). Yields the product FC1=C(CN2C[C@H]([C@@H](C2)C)C=2NC(C3=C(N2)N(N=C3)C3CCOCC3)=O)C=CC(=C1)F (6-[(3S,4S)-1-(2,4-difluorobenzyl)-4-methylpyrrolidin-3-yl]-1-(tetrahydro-2H-pyran-4-yl)-1,5-dihydro-4H-pyrazolo[3,4-d]pyrimidin-4-one). Reaction SMILES: [CH3:1][C@@H:2]1[CH2:6][N:5](CC2C=NC(C)=NC=2)[CH2:4][C@H:3]1[C:15]1[NH:16][C:17](=[O:30])[C:18]2[CH:23]=[N:22][N:21]([CH:24]3[CH2:29][CH2:28][O:27][CH2:26][CH2:25]3)[C:19]=2[N:20]=1.C([BH3-])#N.[Na+].[F:35][C:36]1[CH:43]=[C:42]([F:44])[CH:41]=[CH:40][C:37]=1[CH:38]=O>>[F:35][C:36]1[CH:43]=[C:42]([F:44])[CH:41]=[CH:40][C:37]=1[CH2:38][N:5]1[CH2:6][C@@H:2]([CH3:1])[C@H:3]([C:15]2[NH:16][C:17](=[O:30])[C:18]3[CH:23]=[N:22][N:21]([CH:24]4[CH2:29][CH2:28][O:27][CH2:26][CH2:25]4)[C:19]=3[N:20]=2)[CH2:4]1 |f:1.2|. Procedure: Following the procedure for the preparation of 6-{(3S,4S)-4-methyl-1-[(2-methylpyrimidin-5-yl)methyl]pyrrolidin-3-yl}-1-(tetrahydro-2H-pyran-4-yl)-1,5-dihydro-4H-pyrazolo[3,4-d]pyrimidin-4-one but substituting sodium cyanoborohydride and 2,4-difluorobenzaldehyde provided the title compound. 400 MHz 1H NMR (CDCl3) δ 8.01 (s, 1H), 7.40-7.38 (m, 2H), 6.90-6.79 (m, 2H), 4.81-4.77 (m, 2H), 4.14-4.08 (m, 2H), 3.88 (m, 2H), 3.62-3.54 (m, 2H), 3.32 (t, J=8.7 Hz, 1H), 3.02 (d, J=9.5 Hz, 1H), 2.86-2.83 (m... Yields the product C(#C)C12CCCN(CC1)C2 ((±) 5-Ethynyl-1-azabicyclo[3.2.1]octane). Procedure details: A solution of crude (±) 5-(2,2-dibromoethenyl)-1-azabicyclo[3.2.1]octane (10 g, 34 mM) (D5) in dry THF (200 ml) was cooled to -78° C. under nitrogen and treated with n-butyl lithium in hexane (49 ml of a 1.6 molar solution, 0.078 mol). The solution was stirred at this temperature for 1 h and then allowed to warm to room temperature over a period of 1 h. The reaction mixture was then cooled to -70° C. and quenched by the addition of acetic acid (10 ml). The solution was then concentrated in vacuo... Reactants: C(CCC)[Li] (n-butyl lithium), solution, BrC(=CC12CCCN(CC1)C2)Br ((±) 5-(2,2-dibromoethenyl)-1-azabicyclo[3.2.1]octane). Yield: 54.5%. As a reaction SMILES: Br[C:2](Br)=[CH:3][C:4]12[CH2:11][N:8]([CH2:9][CH2:10]1)[CH2:7][CH2:6][CH2:5]2.C([Li])CCC>C1COCC1.CCCCCC>[C:3]([C:4]12[CH2:11][N:8]([CH2:9][CH2:10]1)[CH2:7][CH2:6][CH2:5]2)#[CH:2]. Solvent: CCCCCC (hexane), C1CCOC1 (THF). Run at time 1 hour. Starting materials: C1(C=2C(C(N1CCCCCCCCOC(C(C(=O)C)=CC1=CC(=CC=C1)[N+](=O)[O-])=O)=O)=CC=CC2)=O (2-(3-nitrobenzylidene)-acetoacetic acid-(8-phthalimidooctyl)ester), COC(\C=C(\C)/N)=O (3-amino-crotonic acid methyl ester). Solvent: C(C)(C)O (isopropanol). Product: CC=1NC(=C(C(C1C(=O)OC)C1=CC(=CC=C1)[N+](=O)[O-])C(=O)OCCCCCCCCN1C(C=2C(C1=O)=CC=CC2)=O)C (1,4-Dihydro-2,6-dimethyl-3-methoxycarbonyl-4-(3-nitrophenyl)-5-(8-phthalimido-octyloxy)carbonyl-pyridine). Yield: 84.2%. Reaction SMILES: [C:1]1(=[O:36])[N:5]([CH2:6][CH2:7][CH2:8][CH2:9][CH2:10][CH2:11][CH2:12][CH2:13][O:14][C:15](=[O:30])[C:16](=[CH:20][C:21]2[CH:26]=[CH:25][CH:24]=[C:23]([N+:27]([O-:29])=[O:28])[CH:22]=2)[C:17]([CH3:19])=O)[C:4](=[O:31])[C:3]2=[CH:32][CH:33]=[CH:34][CH:35]=[C:2]12.[CH3:37][O:38][C:39](=[O:44])/[CH:40]=[C:41](\[NH2:43])/[CH3:42]>C(O)(C)C>[CH3:42][C:41]1[NH:43][C:17]([CH3:19])=[C:16]([C:15]([O:14][CH2:13][CH2:12][CH2:11][CH2:10][CH2:9][CH2:8][CH2:7][CH2:6][N:5]2[C:1](=[O:36])[C:2]3=[CH:35][CH:34]=[CH:33][CH:32]=[C:3]3[C:4]2=[O:31])=[O:30])[CH:20]([C:21]2[CH:26]=[CH:25][CH:24]=[C:23]([N+:27]([O-:29])=[O:28])[CH:22]=2)[C:40]=1[C:39]([O:38][CH3:37])=[O:44]. Reported procedure: 6.68 g (13.6 mmol) of 2-(3-nitrobenzylidene)-acetoacetic acid-(8-phthalimidooctyl)ester and 1.57 g (13.6 mmol) of 3-amino-crotonic acid methyl ester are boiled under reflux in 70 ml of isopropanol for 5 hours. The oil obtained after removal of the solvent by evaporation under vacuum is chromatographed on silica gel with dichloromethane/methanol (97:3) as solvent. 6.75 g (85%) of a yellow oil are obtained. The reactants are O=O (oxygen), O=C[C@H](O)[C@@H](O)[C@@H](O)[C@H](O)CO (Galactose), O=C[C@H](O)[C@@H](O)[C@@H](O)[C@H](O)CO (D-galactose). The product is OO (hydrogen peroxide), O=C[C@H](O)[C@@H](O)[C@@H](O)[C@H](O)C=O (D-galacto-hexodialdose). Reaction SMILES: [O:1]=[CH:2][C@@H:3]([C@H:5]([C@H:7]([C@@H:9]([CH2:11][OH:12])[OH:10])[OH:8])[OH:6])[OH:4].[O:13]=[O:14]>>[OH:13][OH:14].[O:1]=[CH:2][C@@H:3]([C@H:5]([C@H:7]([C@@H:9]([CH:11]=[O:12])[OH:10])[OH:8])[OH:6])[OH:4]. Reported procedure: Galactose oxidase catalyzes the interaction of D-galactose and oxygen to produce hydrogen peroxide and D-galacto-hexodialdose;